Dataset: the Open Reaction Database (ORD), a public repository of structured organic reaction records. Task: describe an organic reaction: reactants, conditions, products, and yield The reactants are Clc1ccc(-c2cn3cc(Br)ccc3n2)cc1, O=C([O-])O, Cc1ccccc1, CC#N, CC(C)OC(C)C, [Na+], OCc1ccccc1B(O)O, c1ccc(P(c2ccccc2)(c2ccccc2)[Pd](P(c2ccccc2)(c2ccccc2)c2ccccc2)(P(c2ccccc2)(c2ccccc2)c2ccccc2)P(c2ccccc2)(c2ccccc2)c2ccccc2)cc1. Yields the product OCc1ccccc1-c1ccc2nc(-c3ccc(Cl)cc3)cn2c1. RXN SMILES: [Br:1][c:2]1[cH:3][cH:4][c:5]2[n:6]([cH:7]1)[cH:8][c:9](-[c:11]1[cH:12][cH:13][c:14]([Cl:17])[cH:15][cH:16]1)[n:10]2.[C:32](=[O:33])([O-:34])[OH:35].[CH3:121][c:122]1[cH:123][cH:124][cH:125][cH:126][cH:127]1.[CH3:29][C:30]#[N:31].[CH:37]([O:38][CH:39]([CH3:40])[CH3:41])([CH3:42])[CH3:43].[Na+:36].[OH:18][CH2:19][c:20]1[c:21]([B:26]([OH:27])[OH:28])[cH:22][cH:23][cH:24][cH:25]1.[cH:44]1[cH:45][cH:46][c:47]([P:48]([Pd:49]([P:50]([c:51]2[cH:52][cH:53][cH:54][cH:55][cH:56]2)([c:57]2[cH:58][cH:59][cH:60][cH:61][cH:62]2)[c:63]2[cH:64][cH:65][cH:66][cH:67][cH:68]2)([P:69]([c:70]2[cH:71][cH:72][cH:73][cH:74][cH:75]2)([c:76]2[cH:77][cH:78][cH:79][cH:80][cH:81]2)[c:82]2[cH:83][cH:84][cH:85][cH:86][cH:87]2)[P:88]([c:89]2[cH:90][cH:91][cH:92][cH:93][cH:94]2)([c:95]2[cH:96][cH:97][cH:98][cH:99][cH:100]2)[c:101]2[cH:102][cH:103][cH:104][cH:105][cH:106]2)([c:107]2[cH:108][cH:109][cH:110][cH:111][cH:112]2)[c:113]2[cH:114][cH:115][cH:116][cH:117][cH:118]2)[cH:119][cH:120]1>>[c:2]1(-[c:21]2[c:20]([CH2:19][OH:18])[cH:25][cH:24][cH:23][cH:22]2)[cH:3][cH:4][c:5]2[n:6]([cH:7]1)[cH:8][c:9](-[c:11]1[cH:12][cH:13][c:14]([Cl:17])[cH:15][cH:16]1)[n:10]2. The reactants are C1=CC=C(C=2OC3=C(C21)C=CC=C3)B(O)O (dibenzo[b,d]furan-4-yl boronic acid), BrC=1C=C(C=CC1)[Si](C1=CC=CC=C1)(C1=CC=CC=C1)C1=CC(=CC=C1)Br (bis(3-bromo-phenyl)diphenylsilane), C(=O)([O-])[O-].[K+].[K+] (K2CO3). Reagents/catalysts: C=1C=CC(=CC1)[P](C=2C=CC=CC2)(C=3C=CC=CC3)[Pd]([P](C=4C=CC=CC4)(C=5C=CC=CC5)C=6C=CC=CC6)([P](C=7C=CC=CC7)(C=8C=CC=CC8)C=9C=CC=CC9)[P](C=1C=CC=CC1)(C=1C=CC=CC1)C=1C=CC=CC1 (Pd(PPh3)4). Solvent: C1(=CC=CC=C1)C (toluene), O (water). Yields the product BrC=1C=C(C=CC1)[Si](C1=CC=CC=C1)(C1=CC=CC=C1)C1=CC(=CC=C1)C1=CC=CC2=C1OC1=C2C=CC=C1 ((3-bromophenyl)(3-(dibenzo[b,d]furan-4-yl)phenyl)diphenylsilane). Isolated yield 64.2%. As a reaction SMILES: [CH:1]1[C:9]2[C:8]3[CH:10]=[CH:11][CH:12]=[CH:13][C:7]=3[O:6][C:5]=2[C:4](B(O)O)=[CH:3][CH:2]=1.Br[C:18]1[CH:19]=[C:20]([Si:24]([C:37]2[CH:42]=[CH:41][CH:40]=[C:39]([Br:43])[CH:38]=2)([C:31]2[CH:36]=[CH:35][CH:34]=[CH:33][CH:32]=2)[C:25]2[CH:30]=[CH:29][CH:28]=[CH:27][CH:26]=2)[CH:21]=[CH:22][CH:23]=1.C([O-])([O-])=O.[K+].[K+]>C1(C)C=CC=CC=1.O.C1C=CC([P]([Pd]([P](C2C=CC=CC=2)(C2C=CC=CC=2)C2C=CC=CC=2)([P](C2C=CC=CC=2)(C2C=CC=CC=2)C2C=CC=CC=2)[P](C2C=CC=CC=2)(C2C=CC=CC=2)C2C=CC=CC=2)(C2C=CC=CC=2)C2C=CC=CC=2)=CC=1>[Br:43][C:39]1[CH:38]=[C:37]([Si:24]([C:31]2[CH:32]=[CH:33][CH:34]=[C:35]([C:4]3[C:5]4[O:6][C:7]5[CH:13]=[CH:12][CH:11]=[CH:10][C:8]=5[C:9]=4[CH:1]=[CH:2][CH:3]=3)[CH:36]=2)([C:20]2[CH:19]=[CH:18][CH:23]=[CH:22][CH:21]=2)[C:25]2[CH:30]=[CH:29][CH:28]=[CH:27][CH:26]=2)[CH:42]=[CH:41][CH:40]=1 |f:2.3.4,^1:61,63,82,101|. Procedure details: A mixture solution of dibenzo[b,d]furan-4-yl boronic acid (2.5 g, 11.79 mmol), bis(3-bromo-phenyl)diphenylsilane (14.57 g, 29.5 mmol), Pd(PPh3)4 (0.136 g, 0.118 mmol) and K2CO3 (3.26 g, 23.58 mmol) in 150 mL of toluene and 50 mL water was refluxed under nitrogen overnight. After cooling to room temperature, the organic phase was separated and evaporated to dryness. The residue was purified by column chromatography on silica gel with hexane:DCM (9.5:0.5, v/v) as eluent to yield (3-bromophenyl)(3-... The reactants are CCN1CCN(c2ccc([N+](=O)[O-])c(F)c2)CC1, CO. Yields the product CCN1CCN(c2ccc(N)c(F)c2)CC1. As a reaction SMILES: [CH2:1]([CH3:2])[N:3]1[CH2:4][CH2:5][N:6]([c:9]2[cH:10][c:11]([F:18])[c:12]([N+:15]([O-:16])=[O:17])[cH:13][cH:14]2)[CH2:7][CH2:8]1.[CH3:19][OH:20]>>[CH2:1]([CH3:2])[N:3]1[CH2:4][CH2:5][N:6]([c:9]2[cH:10][c:11]([F:18])[c:12]([NH2:15])[cH:13][cH:14]2)[CH2:7][CH2:8]1. Starting materials: O=[N+]([O-])c1cccc(CBr)c1, O=C([O-])[O-], CC(C)=O, Oc1ccc(-c2ccc(F)cc2F)cc1, [K+], [K+]. The product is O=[N+]([O-])c1cccc(COc2ccc(-c3ccc(F)cc3F)cc2)c1. RXN SMILES: [Br:1][CH2:2][c:3]1[cH:4][c:5]([N+:9](=[O:10])[O-:11])[cH:6][cH:7][cH:8]1.[C:27](=[O:28])([O-:29])[O-:30].[CH3:33][C:34](=[O:35])[CH3:36].[F:12][c:13]1[c:14](-[c:20]2[cH:21][cH:22][c:23]([OH:26])[cH:24][cH:25]2)[cH:15][cH:16][c:17]([F:19])[cH:18]1.[K+:31].[K+:32]>>[CH2:2]([c:3]1[cH:4][c:5]([N+:9](=[O:10])[O-:11])[cH:6][cH:7][cH:8]1)[O:26][c:23]1[cH:22][cH:21][c:20](-[c:14]2[c:13]([F:12])[cH:18][c:17]([F:19])[cH:16][cH:15]2)[cH:25][cH:24]1. Starting materials: O, CCOC(=O)Cc1cccc(Oc2ccccc2Cl)c1NS(C)(=O)=O. Yields the product CS(=O)(=O)Nc1c(CC(=O)O)cccc1Oc1ccccc1Cl. Reaction SMILES: [OH2:26].[S:1](=[O:2])(=[O:3])([CH3:4])[NH:5][c:6]1[c:7]([CH2:20][C:21](=[O:22])[O:23][CH2:24][CH3:25])[cH:8][cH:9][cH:10][c:11]1[O:12][c:13]1[c:14]([Cl:19])[cH:15][cH:16][cH:17][cH:18]1>>[S:1](=[O:2])(=[O:3])([CH3:4])[NH:5][c:6]1[c:7]([CH2:20][C:21](=[O:22])[OH:23])[cH:8][cH:9][cH:10][c:11]1[O:12][c:13]1[c:14]([Cl:19])[cH:15][cH:16][cH:17][cH:18]1. The reactants are C(C)(=O)[O-].[Na+] (sodium acetate), COC1=C(C=CC=C1)SCCC=O (3-(2-methoxyphenylthio)propanal), Cl (hydrochloric acid), C(CC(=O)C)(=O)OC (methyl acetoacetate), Cl (hydrochloric acid), [OH-].[Na+] (sodium hydroxide). The reagents and catalysts are [Br-].C(CCC)[N+](CCCC)(CCCC)CCCC (tetrabutylammonium bromide). The solvent is C1(=CC=CC=C1)C (toluene), O (water). Run at time 3 hour. Yields the product OC(CC(C)=O)CCSC1=C(C=CC=C1)OC (4-hydroxy-6-(2-methoxyphenylthio)-2-hexanone). Yield: 75.7%. As a reaction SMILES: C(OC)(=O)[CH2:2][C:3]([CH3:5])=[O:4].[OH-].[Na+].Cl.C([O-])(=O)C.[Na+].[CH3:17][O:18][C:19]1[CH:24]=[CH:23][CH:22]=[CH:21][C:20]=1[S:25][CH2:26][CH2:27][CH:28]=[O:29]>O.[Br-].C([N+](CCCC)(CCCC)CCCC)CCC.C1(C)C=CC=CC=1>[OH:29][CH:28]([CH2:27][CH2:26][S:25][C:20]1[CH:21]=[CH:22][CH:23]=[CH:24][C:19]=1[O:18][CH3:17])[CH2:2][C:3](=[O:4])[CH3:5] |f:1.2,4.5,8.9|. Procedure: 4.93 Grams of methyl acetoacetate were dissolved in 7.5 ml of water, and 6.34 g of a 30% aqueous sodium hydroxide solution were added thereto by drops while cooling the mixture to 25° C. or less. After having been stirred at 30°-35° C. for 3 hours, the mixture was adjusted to pH 7.0 with a concentrated aqueous hydrochloric acid solution. Thereafter, 0.30 g of sodium acetate and 1.00 g of tetrabutylammonium bromide were added thereto and then an additional hydrochloric acid was added thereto so t... Starting materials: CCO, O=C(O)C(F)(F)F, CC(c1ccccc1)N1CCC2CN(c3nc(N)nc4c5c(sc34)CCCC5)CC21. The product is Nc1nc(N2CC3CCNC3C2)c2sc3c(c2n1)CCCC3. RXN SMILES: [CH3:38][CH2:39][OH:40].[F:1][C:2]([F:3])([F:4])[C:5]([OH:6])=[O:7].[c:8]1([CH:9]([CH3:10])[N:16]2[CH:17]3[CH:18]([CH2:19][CH2:20]2)[CH2:21][N:22]([c:24]2[c:25]4[c:26]([n:27][c:28]([NH2:30])[n:29]2)[c:31]2[c:32]([s:33]4)[CH2:34][CH2:35][CH2:36][CH2:37]2)[CH2:23]3)[cH:11][cH:12][cH:13][cH:14][cH:15]1>>[NH:16]1[CH:17]2[CH:18]([CH2:19][CH2:20]1)[CH2:21][N:22]([c:24]1[c:25]3[c:26]([n:27][c:28]([NH2:30])[n:29]1)[c:31]1[c:32]([s:33]3)[CH2:34][CH2:35][CH2:36][CH2:37]1)[CH2:23]2.